This data is from the Open Reaction Database (ORD), a public repository of structured organic reaction records. The task is: describe an organic reaction: reactants, conditions, products, and yield The reactants are Cc1ccsc1CO, CCOC(C)=O, CC(C)[Si](Cl)(C(C)C)C(C)C, [H-], [H][H], [Na+], C1CCOC1. The product is Cc1ccsc1CO[Si](C(C)C)(C(C)C)C(C)C. RXN SMILES: [CH3:1][c:2]1[c:3]([CH2:7][OH:8])[s:4][cH:5][cH:6]1.[CH3:29][CH2:30][O:31][C:32](=[O:33])[CH3:34].[CH:13]([CH3:14])([CH3:15])[Si:16]([CH:17]([CH3:18])[CH3:19])([CH:20]([CH3:21])[CH3:22])[Cl:23].[H-:9].[H:11][H:12].[Na+:10].[O:24]1[CH2:25][CH2:26][CH2:27][CH2:28]1>>[CH3:1][c:2]1[c:3]([CH2:7][O:8][Si:16]([CH:13]([CH3:14])[CH3:15])([CH:17]([CH3:18])[CH3:19])[CH:20]([CH3:21])[CH3:22])[s:4][cH:5][cH:6]1.